This data is from the Open Reaction Database (ORD), a public repository of structured organic reaction records. The task is: describe an organic reaction: reactants, conditions, products, and yield Starting materials: FC1=CC=C(N=N1)N(C(OC(C)(C)C)=O)CC1(CCC1)C1=NC=CC=C1F (t-butyl 6-fluoropyridazin-3-yl((1-(3-fluoropyridin-2-yl)cyclobutyl)methyl)carbamate), C(#N)C1=CNC=C1 (3-cyanopyrrole), C([O-])([O-])=O.[K+].[K+] (potassium carbonate), C(C)(=O)OCC (ethyl acetate). Solvent: CN(C)C=O (DMF). Reaction conditions: temperature 110 celsius, time 30 minute. The product is C(#N)C1=CN(C=C1)C1=CC=C(N=N1)N(C(OC(C)(C)C)=O)CC1(CCC1)C1=NC=CC=C1F (t-butyl 6-(3-cyano-1H-pyrrol-1-yl)pyridazin-3-yl((1-(3-fluoropyridin-2-yl)cyclobutyl)methyl)carbamate). Isolated yield 52.6%. RXN SMILES: F[C:2]1[N:7]=[N:6][C:5]([N:8]([CH2:16][C:17]2([C:21]3[C:26]([F:27])=[CH:25][CH:24]=[CH:23][N:22]=3)[CH2:20][CH2:19][CH2:18]2)[C:9](=[O:15])[O:10][C:11]([CH3:14])([CH3:13])[CH3:12])=[CH:4][CH:3]=1.[C:28]([C:30]1[CH:34]=[CH:33][NH:32][CH:31]=1)#[N:29].C(=O)([O-])[O-].[K+].[K+].C(OCC)(=O)C>CN(C=O)C>[C:28]([C:30]1[CH:34]=[CH:33][N:32]([C:2]2[N:7]=[N:6][C:5]([N:8]([CH2:16][C:17]3([C:21]4[C:26]([F:27])=[CH:25][CH:24]=[CH:23][N:22]=4)[CH2:20][CH2:19][CH2:18]3)[C:9](=[O:15])[O:10][C:11]([CH3:13])([CH3:12])[CH3:14])=[CH:4][CH:3]=2)[CH:31]=1)#[N:29] |f:2.3.4|. Reported procedure: To a stirring solution of t-butyl 6-fluoropyridazin-3-yl((1-(3-fluoropyridin-2-yl)cyclobutyl)methyl)carbamate (200 mg, 551 μmol) in DMF (2 mL) was added 3-cyanopyrrole (61 mg, 661 μmol) and potassium carbonate (152 mg, 1.1 mmol). The reaction was heated to 110° C. and stirred for 30 min. The reaction was then poured into ethyl acetate (100 mL), washed with water (3×25 mL), and the organic layer was separated, dried over Na2SO4, filtered, concentrated, and purified by silica gel chromatography (E...